Dataset: the Open Reaction Database (ORD), a public repository of structured organic reaction records. Task: describe an organic reaction: reactants, conditions, products, and yield Starting materials: C(C)(C)(C)OC(=O)N1C[C@@H](N(CC1)S(=O)(=O)C1=CC=C(C=C1)OC(F)(F)F)C(=O)O ((R)-4-(4-trifluoromethoxy-benzenesulfonyl)-piperazine-1,3-dicarboxylic acid 1-tert-butyl ester), Cl.C(C)N=C=NCCCN(C)C (1-ethyl-3-(3-dimethylaminopropyl) carbodiimide hydrochloride), O.ON1N=NC2=C1C=CC=C2 (1-hydroxybenzotriazole hydrate), FC=1C=C(CN)C=CC1OC(F)(F)F (3-fluoro-4-trifluoromethoxybenzylamine). Run in C(Cl)(Cl)Cl (chloroform). The product is C(C)(C)(C)OC(=O)N1C[C@@H](N(CC1)S(=O)(=O)C1=CC=C(C=C1)OC(F)(F)F)C(NCC1=CC(=C(C=C1)OC(F)(F)F)F)=O ((R)-3-(3-fluoro-4-trifluoromethoxy-benzylcarbamoyl)-4-(4-trifluoromethoxy-benzenesulfonyl)-piperazine-1-carboxylic acid tert-butyl ester). Yield: 78.4%. Reaction SMILES: [C:1]([O:5][C:6]([N:8]1[CH2:13][CH2:12][N:11]([S:14]([C:17]2[CH:22]=[CH:21][C:20]([O:23][C:24]([F:27])([F:26])[F:25])=[CH:19][CH:18]=2)(=[O:16])=[O:15])[C@@H:10]([C:28](O)=[O:29])[CH2:9]1)=[O:7])([CH3:4])([CH3:3])[CH3:2].Cl.C(N=C=NCCCN(C)C)C.O.ON1C2C=CC=CC=2N=N1.[F:54][C:55]1[CH:56]=[C:57]([CH:60]=[CH:61][C:62]=1[O:63][C:64]([F:67])([F:66])[F:65])[CH2:58][NH2:59]>C(Cl)(Cl)Cl>[C:1]([O:5][C:6]([N:8]1[CH2:13][CH2:12][N:11]([S:14]([C:17]2[CH:22]=[CH:21][C:20]([O:23][C:24]([F:27])([F:26])[F:25])=[CH:19][CH:18]=2)(=[O:16])=[O:15])[C@@H:10]([C:28](=[O:29])[NH:59][CH2:58][C:57]2[CH:60]=[CH:61][C:62]([O:63][C:64]([F:65])([F:66])[F:67])=[C:55]([F:54])[CH:56]=2)[CH2:9]1)=[O:7])([CH3:4])([CH3:3])[CH3:2] |f:1.2,3.4|. Procedure details: To a solution of the compound (1.35 g) obtained in Example 783, Step 2 in chloroform (15 ml) were added 1-ethyl-3-(3-dimethylaminopropyl) carbodiimide hydrochloride (625 mg), 1-hydroxybenzotriazole hydrate (499 mg) and 3-fluoro-4-trifluoromethoxybenzylamine (620 mg) with stirring under ice-cooling. After stirring overnight at room temperature, the reaction mixture was partitioned by adding saturated aqueous sodium hydrogen carbonate solution and chloroform, and the aqueous layer was re-extracted... Solvent: CCO (EtOH). Reaction conditions: time 24 hour. The reactants are NC1=CC=C(C=N1)C#CCO (3-(6-Amino-pyridin-3-yl)-prop-2-yn-1-ol), NC1=NC=CC=C1 (aminopyridine). Product: NC1=CC=C(C=N1)CCCO (3-(6-Amino-pyridin-3-yl)-propan-1-ol). As a reaction SMILES: [NH2:1][C:2]1[N:7]=[CH:6][C:5]([C:8]#[C:9][CH2:10][OH:11])=[CH:4][CH:3]=1.NC1C=CC=CN=1>CCO.[OH-].[OH-].[Pd+2]>[NH2:1][C:2]1[N:7]=[CH:6][C:5]([CH2:8][CH2:9][CH2:10][OH:11])=[CH:4][CH:3]=1 |f:3.4.5|. Reported procedure: 3-(6-Amino-pyridin-3-yl)-prop-2-yn-1-ol (7-2), 2.73 g (18.4 mmol) and Pd(OH)2 (0.27 g) were stirred in 30 mL EtOH (aminopyridine does not completely dissolve). Reaction was put under one atmosphere of H2 for 24 h. The reaction was filtered through a plug of celite, washed with EtOH, and concnetrated to afford the titled compound as an orange oil. 1H NMR (CDCl3) δ 7.90 (d, 1H, J=2.3 Hz), 7.31 (dd, 1H, J=2.4, 8.6 Hz), 6.43 (d, 1H, J=8.7 Hz), 4.38 (bs, 2H), 3.63 (t, 2H, J=7.5 Hz), 2.58 (t, 2H, J=7.... The reagents and catalysts are [OH-].[OH-].[Pd+2] (Pd(OH)2). Starting materials: CC(C)(C)OC(=O)N1CCC(COc2ccccc2N)CC1, CN=C=S, C1CCOC1. Product: CNC(=S)Nc1ccccc1OCC1CCN(C(=O)OC(C)(C)C)CC1. Reaction SMILES: [C:1]([CH3:2])([CH3:3])([CH3:4])[O:5][C:6](=[O:7])[N:8]1[CH2:9][CH2:10][CH:11]([CH2:14][O:15][c:16]2[c:17]([NH2:22])[cH:18][cH:19][cH:20][cH:21]2)[CH2:12][CH2:13]1.[CH3:23][N:24]=[C:25]=[S:26].[O:27]1[CH2:28][CH2:29][CH2:30][CH2:31]1>>[C:1]([CH3:2])([CH3:3])([CH3:4])[O:5][C:6](=[O:7])[N:8]1[CH2:9][CH2:10][CH:11]([CH2:14][O:15][c:16]2[c:17]([NH:22][C:25]([NH:24][CH3:23])=[S:26])[cH:18][cH:19][cH:20][cH:21]2)[CH2:12][CH2:13]1. Starting materials: [Sm] (samarium), ICCI (1,2-diiodoethane), solution, Cl (hydrochloric acid), C(C)(=O)C=1C=CC(=NC1)Br (5-acetyl-2-bromopyridine), S1C=C(C=C1)B(O)O (thiophene 3-boronic acid), C([O-])([O-])=O.[K+].[K+] (potasium carbonate), [C-]#N.[Li+] (lithium cyanide), C(C)OP(OCC)(=O)C#N (diethylcyanophosphonate). Reagents/catalysts: [Pd].C1(=CC=CC=C1)P(C1=CC=CC=C1)C1=CC=CC=C1.C1(=CC=CC=C1)P(C1=CC=CC=C1)C1=CC=CC=C1.C1(=CC=CC=C1)P(C1=CC=CC=C1)C1=CC=CC=C1.C1(=CC=CC=C1)P(C1=CC=CC=C1)C1=CC=CC=C1 (tetrakis(triphenylphosphine) palladium). Solvent: O1CCOCC1 (dioxane), O (water), [Cl-].[Na+].O (Brine), O (Water), C1CCOC1 (THF). Conditions: time 30 minute. The product is S1C=C(C=C1)C1=NC=C(C=C1)C(C#N)C (2-(2-thien-3-yl-5-pyridyl)propanenitrile). Yield: 21.9%. RXN SMILES: [C:1]([C:4]1[CH:5]=[CH:6][C:7](Br)=[N:8][CH:9]=1)(=O)[CH3:2].[S:11]1[CH:15]=[CH:14][C:13](B(O)O)=[CH:12]1.C(=O)([O-])[O-].[K+].[K+].[C-]#N.[Li+].C(OP([C:36]#[N:37])(=O)OCC)C.[Sm].ICCI.Cl>O1CCOCC1.O.[Cl-].[Na+].O.C1COCC1.[Pd].C1(P(C2C=CC=CC=2)C2C=CC=CC=2)C=CC=CC=1.C1(P(C2C=CC=CC=2)C2C=CC=CC=2)C=CC=CC=1.C1(P(C2C=CC=CC=2)C2C=CC=CC=2)C=CC=CC=1.C1(P(C2C=CC=CC=2)C2C=CC=CC=2)C=CC=CC=1>[S:11]1[CH:15]=[CH:14][C:13]([C:7]2[CH:6]=[CH:5][C:4]([CH:1]([CH3:2])[C:36]#[N:37])=[CH:9][N:8]=2)=[CH:12]1 |f:2.3.4,5.6,13.14.15,17.18.19.20.21|. Reported procedure: A solution of 960 mg (4.8 mmol) of 5-acetyl-2-bromopyridine, 676 mg (5.28 mmol) of thiophene 3-boronic acid, 222 mg (0.19 mmol) of tetrakis(triphenylphosphine) palladium and 995 mg (7.2 mmol) of potasium carbonate in 13 ml of dioxane and 3 ml of water, was heated at 90° C. overnight. Brine was added and extracted three times with ethyl acetate. The organic phase was dried over Na2SO4, filtered and concentrated in vacuo. To a solution of the crude and 475 mg (14.4 mmol) of lithium cyanide in 16 m...